Dataset: the Open Reaction Database (ORD), a public repository of structured organic reaction records. Task: describe an organic reaction: reactants, conditions, products, and yield Starting materials: C1(=CC=CC=C1)CCCCCCCCNC(=O)C=1C=C(C(=C(C1)C1=CC(=CC=C1)C(F)(F)F)O)C1=CC(=CC=C1)C(F)(F)F (2′-Hydroxy-3,3″-bis-trifluoromethyl-[1,1′:3′1″]terphenyl-5′-carboxylic acid (8-phenyl-octyl)-amide), BrC1=CC(=C(C(=C1)I)O)I (4-bromo-2,6-diiodophenol). The product is C1(=CC=CC=C1)C=1C=C(C(=C(C1)C1=CC=CC=C1)O)C1=CC=CC=C1 (5′-Phenyl[1,1′;3′,1″]-terphenyl-2′-ol). Reaction SMILES: C1(CCCCCCCCNC([C:18]2[CH:19]=[C:20]([C:35]3[CH:40]=[CH:39][CH:38]=[C:37](C(F)(F)F)[CH:36]=3)[C:21]([OH:34])=[C:22](C3C=CC=C(C(F)(F)F)C=3)[CH:23]=2)=O)C=CC=CC=1.Br[C:46]1[CH:51]=[C:50](I)[C:49](O)=[C:48](I)[CH:47]=1>>[C:46]1([C:18]2[CH:23]=[C:22]([C:18]3[CH:19]=[CH:20][CH:21]=[CH:22][CH:23]=3)[C:21]([OH:34])=[C:20]([C:35]3[CH:40]=[CH:39][CH:38]=[CH:37][CH:36]=3)[CH:19]=2)[CH:51]=[CH:50][CH:49]=[CH:48][CH:47]=1. Reported procedure: The title compound was prepared as a solid (0.055 g, 28%, product 2: tris-arylation) from 4-bromo-2,6-diiodophenol using the procedure to step 2 of Example 40; 1H NMR (CDCl3) δ5.45 (s, 1H), 7.27-7.57 (m, 11H), 7.62 (d, J=8.3 Hz, 6H).